This data is from the Open Reaction Database (ORD), a public repository of structured organic reaction records. The task is: describe an organic reaction: reactants, conditions, products, and yield Reactants: Brc1ccc2c(c1)CCC(N1CCCC1)C2, O=C1CCc2cc(Br)ccc2C1, C1CCNC1, C1CNC(CN2CCCC2)C1. The product is O=C(c1ccc2c(c1)CCC(N1CCCC1)C2)N1CCCC1CN1CCCC1. RXN SMILES: [Br:1][c:2]1[cH:3][c:4]2[c:9]([cH:10][cH:11]1)[CH2:8][CH:7]([N:12]1[CH2:13][CH2:14][CH2:15][CH2:16]1)[CH2:6][CH2:5]2.[Br:28][c:29]1[cH:30][c:31]2[c:32]([cH:33][cH:35]1)[CH2:36][C:34](=[O:39])[CH2:37][CH2:38]2.[CH2:40]1[CH2:41][NH:42][CH2:43][CH2:44]1.[NH:17]1[CH:18]([CH2:22][N:23]2[CH2:24][CH2:25][CH2:26][CH2:27]2)[CH2:19][CH2:20][CH2:21]1>>[c:2]1([C:34]([N:17]2[CH:18]([CH2:22][N:23]3[CH2:24][CH2:25][CH2:26][CH2:27]3)[CH2:19][CH2:20][CH2:21]2)=[O:39])[cH:3][c:4]2[c:9]([cH:10][cH:11]1)[CH2:8][CH:7]([N:12]1[CH2:13][CH2:14][CH2:15][CH2:16]1)[CH2:6][CH2:5]2. The reactants are [Cl-].[Al+3].[Cl-].[Cl-] (Aluminum chloride), C(C(=O)Cl)(=O)Cl (oxalyl chloride), C(C(C)C)C1=CC=C(C(=O)O)C=C1 (4-isobutylbenzoic acid). The reagents and catalysts are CN(C)C=O (DMF). Solvent: C(Cl)Cl (CH2Cl2), C1=CC=CC=C1 (benzene). Reaction conditions: time 1 hour. Product: C(C(C)C)C1=CC=C(C(=O)C2=CC=CC=C2)C=C1 (4-isobutylbenzophenone). The yield is 81.0%. Reaction SMILES: [CH2:1]([C:5]1[CH:13]=[CH:12][C:8]([C:9]([OH:11])=O)=[CH:7][CH:6]=1)[CH:2]([CH3:4])[CH3:3].[C:14](Cl)(=O)[C:15](Cl)=O.[Cl-].[Al+3].[Cl-].[Cl-]>C(Cl)Cl.CN(C=O)C.C1C=CC=CC=1>[CH2:1]([C:5]1[CH:6]=[CH:7][C:8]([C:9]([C:15]2[CH:14]=[CH:3][CH:2]=[CH:1][CH:5]=2)=[O:11])=[CH:12][CH:13]=1)[CH:2]([CH3:3])[CH3:4] |f:2.3.4.5|. Procedure details: A solution of 4-isobutylbenzoic acid (5.00 g, 28.0 mmol) in CH2Cl2 was cooled in an ice bath and treated with oxalyl chloride (5 mL) and DMF (1 drop). The mixture was warmed to room temp and stirred 1 h. The volatiles were removed in vacuo to give the crude acid chloride which as dissolved in benzene (50 mL). Aluminum chloride (4.49 g, 33.3 mmol) was added and the mixture was heated to reflux for 3.5 h. The mixture was cooled to room temp and then poured onto ice (ca. 100 g). The mixture was ext... Reactants: CCOC(=O)C1(CCOC)CCN(S(=O)(=O)c2ccccc2Cl)CC1, C[Al+]C, Cc1ccccc1, [Cl-], NCCCc1ccccc1. Yields the product O=C1N(CCCc2ccccc2)CCC12CCN(S(=O)(=O)c1ccccc1Cl)CC2. Reaction SMILES: [CH2:1]([O:2][C:4](=[O:5])[C:6]1([CH2:22][CH2:23][O:3][CH3:24])[CH2:7][CH2:8][N:9]([S:12](=[O:13])(=[O:14])[c:15]2[c:16]([Cl:21])[cH:17][cH:18][cH:19][cH:20]2)[CH2:10][CH2:11]1)[CH3:25].[CH3:27][Al+:28][CH3:29].[CH3:40][c:41]1[cH:42][cH:43][cH:44][cH:45][cH:46]1.[Cl-:26].[c:30]1([CH2:36][CH2:37][CH2:38][NH2:39])[cH:31][cH:32][cH:33][cH:34][cH:35]1>>[C:4]1(=[O:5])[C:6]2([CH2:7][CH2:8][N:9]([S:12](=[O:13])(=[O:14])[c:15]3[c:16]([Cl:21])[cH:17][cH:18][cH:19][cH:20]3)[CH2:10][CH2:11]2)[CH2:22][CH2:23][N:39]1[CH2:38][CH2:37][CH2:36][c:30]1[cH:31][cH:32][cH:33][cH:34][cH:35]1. Starting materials: Cl.N(N)C=1C=CC2=C(C=CS2)C1 (5-hydrazinobenzothiophene hydrochloride), C(CC)N1CCC(CC1)=O (1-propyl-4-piperidone). The product is C(CC)N1CC2=C(NC3=CC=C4C(=C23)C=CS4)CC1 (9-Propyl-7,8,9,10-tetrahydrothieno[3,2-e]pyrido[4,3-b]indole). As a reaction SMILES: Cl.[NH:2]([C:4]1[CH:5]=[CH:6][C:7]2[S:11][CH:10]=[CH:9][C:8]=2[CH:12]=1)N.[CH2:13]([N:16]1[CH2:21][CH2:20][C:19](=O)[CH2:18][CH2:17]1)[CH2:14][CH3:15]>>[CH2:13]([N:16]1[CH2:21][CH2:20][C:19]2[NH:2][C:4]3[C:12]([C:18]=2[CH2:17]1)=[C:8]1[CH:9]=[CH:10][S:11][C:7]1=[CH:6][CH:5]=3)[CH2:14][CH3:15] |f:0.1|. Procedure: This compound is formed analogously to that described in Example 15, from 2 g of 5-hydrazinobenzothiophene hydrochloride and 1.7 g of 1-propyl-4-piperidone. Melting point: 143°-144° C. The reactants are O=C([O-])[O-], BrCc1ccccc1, CC(C)=O, [K+], [K+], O, Oc1ccccc1I. Reaction SMILES: [C:9](=[O:10])([O-:11])[O-:12].[CH2:15]([c:16]1[cH:17][cH:18][cH:19][cH:20][cH:21]1)[Br:22].[CH3:24][C:25](=[O:26])[CH3:27].[K+:13].[K+:14].[OH2:23].[OH:1][c:2]1[cH:3][cH:4][cH:5][cH:6][c:7]1[I:8]>>[O:1]([c:2]1[cH:3][cH:4][cH:5][cH:6][c:7]1[I:8])[CH2:15][c:16]1[cH:17][cH:18][cH:19][cH:20][cH:21]1. Product: Ic1ccccc1OCc1ccccc1. Starting materials: BrC1=CC=C(CN(C2=NC=CC=C2)CCCN=C=S)C=C1 (N-(4-bromobenzyl)-N-(3-isothiocyanatopropyl)-N-(pyridin-2-yl)amine), C1(=CC=CC=C1)C(N1C=NC(=C1)CCCN)(C1=CC=CC=C1)C1=CC=CC=C1 (3-(1-triphenylmethylimidazol-4-yl)propylamine). The solvent is C(Cl)(Cl)Cl (chloroform). Yields the product C1(=CC=CC=C1)C(N1C=NC(=C1)CCCNC(=S)NCCCN(C1=NC=CC=C1)CC1=CC=C(C=C1)Br)(C1=CC=CC=C1)C1=CC=CC=C1 (1-[3-(1-triphenylmethylimidazol-4-yl)propyl]-3-[3-[N-(4-bromobenzyl)-N-(pyridin-2-yl)amino]propyl]thiourea). The yield is 78.9%. As a reaction SMILES: [Br:1][C:2]1[CH:21]=[CH:20][C:5]([CH2:6][N:7]([CH2:14][CH2:15][CH2:16][N:17]=[C:18]=[S:19])[C:8]2[CH:13]=[CH:12][CH:11]=[CH:10][N:9]=2)=[CH:4][CH:3]=1.[C:22]1([C:28]([C:44]2[CH:49]=[CH:48][CH:47]=[CH:46][CH:45]=2)([C:38]2[CH:43]=[CH:42][CH:41]=[CH:40][CH:39]=2)[N:29]2[CH:33]=[C:32]([CH2:34][CH2:35][CH2:36][NH2:37])[N:31]=[CH:30]2)[CH:27]=[CH:26][CH:25]=[CH:24][CH:23]=1>C(Cl)(Cl)Cl>[C:44]1([C:28]([C:22]2[CH:27]=[CH:26][CH:25]=[CH:24][CH:23]=2)([C:38]2[CH:39]=[CH:40][CH:41]=[CH:42][CH:43]=2)[N:29]2[CH:33]=[C:32]([CH2:34][CH2:35][CH2:36][NH:37][C:18]([NH:17][CH2:16][CH2:15][CH2:14][N:7]([CH2:6][C:5]3[CH:20]=[CH:21][C:2]([Br:1])=[CH:3][CH:4]=3)[C:8]3[CH:13]=[CH:12][CH:11]=[CH:10][N:9]=3)=[S:19])[N:31]=[CH:30]2)[CH:49]=[CH:48][CH:47]=[CH:46][CH:45]=1. Reported procedure: N-(4-bromobenzyl)-N-(3-isothiocyanatopropyl)-N-(pyridin-2-yl)amine(1 g, 2.76 mmol) and 3-(1-triphenylmethylimidazol-4-yl)propylamine (1.014 g, 2.76 mmol) were dissolved in chloroform (10 ml) and heated at reflux for 4 h. The solvent was removed by evaporation in vacuo and the residue (3.09 g) purified by column chromatography on silica gel (400 ml) using ethyl acetate/methanol/triethylamine 9:0.5:0.5 as eluent affording 1.59 g (80%) of pure 1-[3-(1-triphenylmethylimidazol-4-yl)propyl]-3-[3-[N-(4... Starting materials: C(#N)C1(CC1)NC(=O)[C@H]1N(C[C@@H](C1)S(=O)(=O)C1=C(C=CC=C1)C(F)(F)F)C=1N(N=C(C1)C)C1=CC=CC=C1 ((2S,4R)-1-(5-Methyl-2-phenyl-2H-pyrazol-3-yl)-4-(2-trifluoromethyl-benzenesulfonyl)-pyrrolidine-2-carboxylic acid (1-cyano-cyclopropyl)-amide), COC(=O)[C@@H]1N(C[C@@H](C1)S(=O)(=O)C1=C(C=CC=C1)C(F)(F)F)C=1N(N=C(C1)C)C1CCCCC1 ((2R,4R)-1-(2-cyclohexyl-5-methyl-2H-pyrazol-3-yl)-4-(2-trifluoromethyl-benzenesulfonyl)-pyrrolidine-2-carboxylic acid methyl ester), COC(=O)[C@@H]1N(C[C@@H](C1)S(=O)(=O)C1=C(C=CC=C1)C(F)(F)F)C(CC(C)=O)=O ((2R,4R)-1-(3-oxo-butyryl)-4-(2-trifluoromethyl-benzenesulfonyl)-pyrrolidine-2-carboxylic acid methyl ester), COC=1C=CC(=CC1)P2(=S)SP(=S)(S2)C=3C=CC(=CC3)OC (Lawesson's reagent), Cl.C1(CCCCC1)NN (cyclohexylhydrazine hydrochloride). Product: COC(=O)[C@H]1N(C[C@@H](C1)S(=O)(=O)C1=C(C=CC=C1)C(F)(F)F)C=1N(N=C(C1)C)C1CCCCC1 ((2S,4R)-1-(2-Cyclohexyl-5-methyl-2H-pyrazol-3-yl)-4-(2-trifluoromethyl-benzenesulfonyl)-pyrrolidine-2-carboxylic acid methyl ester). As a reaction SMILES: C(C1(NC([C@@H]2C[C@@H](S(C3C=CC=CC=3C(F)(F)F)(=O)=O)CN2C2N(C3C=CC=CC=3)N=C(C)C=2)=O)CC1)#N.COC([C@H]1C[C@@H](S(C2C=CC=CC=2C(F)(F)F)(=O)=O)CN1C(=O)CC(=O)C)=O.COC1C=CC(P2(SP(C3C=CC(OC)=CC=3)(=S)S2)=S)=CC=1.Cl.C1(NN)CCCCC1.[CH3:98][O:99][C:100]([C@H:102]1[CH2:106][C@@H:105]([S:107]([C:110]2[CH:115]=[CH:114][CH:113]=[CH:112][C:111]=2[C:116]([F:119])([F:118])[F:117])(=[O:109])=[O:108])[CH2:104][N:103]1[C:120]1[N:121]([CH:126]2[CH2:131][CH2:130][CH2:129][CH2:128][CH2:127]2)[N:122]=[C:123]([CH3:125])[CH:124]=1)=[O:101]>>[CH3:98][O:99][C:100]([C@@H:102]1[CH2:106][C@@H:105]([S:107]([C:110]2[CH:115]=[CH:114][CH:113]=[CH:112][C:111]=2[C:116]([F:119])([F:117])[F:118])(=[O:109])=[O:108])[CH2:104][N:103]1[C:120]1[N:121]([CH:126]2[CH2:131][CH2:130][CH2:129][CH2:128][CH2:127]2)[N:122]=[C:123]([CH3:125])[CH:124]=1)=[O:101] |f:3.4|. Procedure details: In analogy to the procedure described in example 308d, a mixture of (2S,4R)-1-(3-oxo-butyryl)-4-(2-trifluoromethyl-benzenesulfonyl)-pyrrolidine-2-carboxylic acid methyl ester (example 192 f) and of (2R,4R)-1-(3-oxo-butyryl)-4-(2-trifluoromethyl-benzenesulfonyl)-pyrrolidine-2-carboxylic acid methyl ester was reacted with Lawesson's reagent (CAS Reg. No. 19172-47-5) and cyclohexylhydrazine hydrochloride (CAS Reg. No. 24214-73-1) to give a mixture of the title compound and (2R,4R)-1-(2-cyclohexyl-5... Starting materials: ClC=1C=C2C=C(NC2=CC1)C(=O)O (5-chloro-1H-indole-2-carboxylic acid), COC(C(CC1=CC=C(C=C1)C=1NCCN1)N)=O ((±)-2-amino-3-[4-(4,5-dihydro-1H-imidazol-2-yl)-phenyl]-propionic acid methyl ester). Product: COC(C(CC1=CC=C(C=C1)C=1NCCN1)NC(=O)C=1NC2=CC=C(C=C2C1)Cl)=O ((±)-2-[(5-Chloro-1H-indole-2-carbonyl)-amino]-3-[4-(4,5-dihydro-1H-imidazol-2-yl)-phenyl]-propionic acid methyl ester). Reaction SMILES: [Cl:1][C:2]1[CH:3]=[C:4]2[C:8](=[CH:9][CH:10]=1)[NH:7][C:6]([C:11]([OH:13])=O)=[CH:5]2.[CH3:14][O:15][C:16](=[O:31])[CH:17]([NH2:30])[CH2:18][C:19]1[CH:24]=[CH:23][C:22]([C:25]2[NH:26][CH2:27][CH2:28][N:29]=2)=[CH:21][CH:20]=1>>[CH3:14][O:15][C:16](=[O:31])[CH:17]([NH:30][C:11]([C:6]1[NH:7][C:8]2[C:4]([CH:5]=1)=[CH:3][C:2]([Cl:1])=[CH:10][CH:9]=2)=[O:13])[CH2:18][C:19]1[CH:24]=[CH:23][C:22]([C:25]2[NH:29][CH2:28][CH2:27][N:26]=2)=[CH:21][CH:20]=1. Procedure details: From 5-chloro-1H-indole-2-carboxylic acid and (±)-2-amino-3-[4-(4,5-dihydro-1H-imidazol-2-yl)-phenyl]-propionic acid methyl ester. The reactants are C(C)(=O)OC=1C=C2C(NC=NC2=CC1OC)=O (7-methoxy-4-oxo-3,4-dihydroquinazolin-6-yl acetate), S(=O)(Cl)Cl (thionyl chloride). Solvent: CN(C)C=O (DMF). Conditions: temperature 55 celsius. Product: C(C)(=O)OC=1C=C2C(=NC=NC2=CC1OC)Cl (4-chloro-7-methoxyquinazolin-6-yl acetate). The yield is 84.5%. RXN SMILES: [C:1]([O:4][C:5]1[CH:6]=[C:7]2[C:12](=[CH:13][C:14]=1[O:15][CH3:16])[N:11]=[CH:10][NH:9][C:8]2=O)(=[O:3])[CH3:2].S(Cl)([Cl:20])=O>CN(C=O)C>[C:1]([O:4][C:5]1[CH:6]=[C:7]2[C:12](=[CH:13][C:14]=1[O:15][CH3:16])[N:11]=[CH:10][N:9]=[C:8]2[Cl:20])(=[O:3])[CH3:2]. Procedure details: A mixture of 7-methoxy-4-oxo-3,4-dihydroquinazolin-6-yl acetate (8.7 g, 0.037 mol), thionyl chloride (120 ml, 1.65 mol) and DMF (1 ml) was stirred and heated to 55° C. for 6 hours. The mixture was cooled to room temperature and thionyl chloride was evaporated. The solid was dissolved in chloroform and the solution was washed with sodium bicarbonate and brine, the chloroform was evaporated under reduced pressure to give 7.9 g of a gray product. MS (ESI) m/z: 253 (M+1).